This data is from the Open Reaction Database (ORD), a public repository of structured organic reaction records. The task is: describe an organic reaction: reactants, conditions, products, and yield The reactants are COCC(C)NC(=O)C=1C=C(C=C(C1)C(C=CN(C)C)=S)C1=CC=C(C=C1)C (5-(3-dimethylamino-thioacryloyl)-4′-methyl-biphenyl-3-carboxylic acid (2-methoxy-1-methyl-ethyl)-amide), C(C)O (ethanol), CO (MeOH), OOS(=O)(=O)N (hydroxyl-amine-O-sulfonic acid). Solvent: N1=CC=CC=C1 (pyridine). Run at time 2 hour. The product is COCC(C)NC(=O)C=1C=C(C=C(C1)C1=CC=NS1)C1=CC=C(C=C1)C (5-isothiazol-5-yl-4′-methyl-biphenyl-3-carboxylic acid (2-methoxy-1-methyl-ethyl)-amide). Isolated yield 49.7%. Reaction SMILES: [CH3:1][O:2][CH2:3][CH:4]([NH:6][C:7]([C:9]1[CH:10]=[C:11]([C:22]2[CH:27]=[CH:26][C:25]([CH3:28])=[CH:24][CH:23]=2)[CH:12]=[C:13]([C:15](=[S:21])[CH:16]=[CH:17][N:18](C)C)[CH:14]=1)=[O:8])[CH3:5].C(O)C.CO.OOS(N)(=O)=O>N1C=CC=CC=1>[CH3:1][O:2][CH2:3][CH:4]([NH:6][C:7]([C:9]1[CH:10]=[C:11]([C:22]2[CH:27]=[CH:26][C:25]([CH3:28])=[CH:24][CH:23]=2)[CH:12]=[C:13]([C:15]2[S:21][N:18]=[CH:17][CH:16]=2)[CH:14]=1)=[O:8])[CH3:5]. Reported procedure: To a 0° C. solution of 5-(3-dimethylamino-thioacryloyl)-4′-methyl-biphenyl-3-carboxylic acid (2-methoxy-1-methyl-ethyl)-amide (200 mg, 0.505 mmol) in a mixture of pyridine (80 uL), ethanol (3 mL) and MeOH (1 mL) was added hydroxyl-amine-O-sulfonic acid (0.76 mmol, 85.7 mg) in one portion. The reaction mixture was stirred for two hours, during which time the mixture was allowed to warm to room temperature. Solvent was removed in vacuo, and the residue was subjected to Preparative HPLC for separat... The reactants are NC1=NC=NN2C1=C(C=C2C2=CC(=C(C=C2)O)OC)Br (4-(4-Amino-5-bromo-pyrrolo[2,1-f][1,2,4]triazin-7-yl)-2-methoxy-phenol), C(C1=CC=CC=C1)N1N=C2C=C(C=CC2=C1)B1OC(C(O1)(C)C)(C)C (2-benzyl-6-(4,4,5,5-tetramethyl-[1,3,2]dioxaborolan-2-yl)-2H-indazole). The product is NC1=NC=NN2C1=C(C=C2C2=CC(=C(C=C2)O)OC)C=2C=CC1=CN(N=C1C2)CC2=CC=CC=C2 (4-[4-Amino-5-(2-benzyl-2H-indazol-6-yl)-pyrrolo[2,1-f][1,2,4]triazin-7-yl]-2-methoxy-phenol). The yield is 9.0%. Reaction SMILES: [NH2:1][C:2]1[C:7]2=[C:8](Br)[CH:9]=[C:10]([C:11]3[CH:16]=[CH:15][C:14]([OH:17])=[C:13]([O:18][CH3:19])[CH:12]=3)[N:6]2[N:5]=[CH:4][N:3]=1.[CH2:21]([N:28]1[CH:36]=[C:35]2[C:30]([CH:31]=[C:32](B3OC(C)(C)C(C)(C)O3)[CH:33]=[CH:34]2)=[N:29]1)[C:22]1[CH:27]=[CH:26][CH:25]=[CH:24][CH:23]=1>>[NH2:1][C:2]1[C:7]2=[C:8]([C:32]3[CH:33]=[CH:34][C:35]4[C:30]([CH:31]=3)=[N:29][N:28]([CH2:21][C:22]3[CH:27]=[CH:26][CH:25]=[CH:24][CH:23]=3)[CH:36]=4)[CH:9]=[C:10]([C:11]3[CH:16]=[CH:15][C:14]([OH:17])=[C:13]([O:18][CH3:19])[CH:12]=3)[N:6]2[N:5]=[CH:4][N:3]=1. Procedure: Using a procedure similar to that of Example 4 with 4-(4-Amino-5-bromo-pyrrolo[2,1-f][1,2,4]triazin-7-yl)-2-methoxy-phenol and 2-benzyl-6-(4,4,5,5-tetramethyl-[1,3,2]dioxaborolan-2-yl)-2H-indazole as starting materials, 21.5 mg (9%) of the desired product was isolated. 1H NMR (300 MHz, DMSO-d6) δ 8.80 (s, 1 H), 8.05 (d, 2 H), 8.0 (s, 1 H), 7.90 (d, 1 H), 7.70 (s, 1 H), 7.60-7.40 (m, 7 H), 7.25 (d, 1 H), 7.20 (s, 1 H), 5.70 (s, 2 H), 3.80 (s, 3 H); ES-MS m/z 463.49 [M+H]+, HPLC RT (min) 2.99.